From a dataset of the Open Reaction Database (ORD), a public repository of structured organic reaction records. describe an organic reaction: reactants, conditions, products, and yield Starting materials: FC(S(=O)(=O)OC1=CC=C2C=CC=NC2=C1)(F)F (quinolin-7-yl trifluoromethanesulfonate), C1(CC1)B(O)O (cyclopropylboronic acid), [O-]P(=O)([O-])[O-].[K+].[K+].[K+] (K3PO4), C1(CCCCC1)P(C1CCCCC1)C1CCCCC1 (tricyclohexylphosphine). The reagents and catalysts are CC(=O)[O-].CC(=O)[O-].[Pd+2] (Pd(OAc)2). Solvent: C1(=CC=CC=C1)C (toluene), O (water). Run at temperature 105 celsius. Product: C1(CC1)C1=CC=C2C=CC=NC2=C1 (7-cyclopropylquinoline). Yield: 60.9%. As a reaction SMILES: FC(F)(F)S(O[C:7]1[CH:16]=[C:15]2[C:10]([CH:11]=[CH:12][CH:13]=[N:14]2)=[CH:9][CH:8]=1)(=O)=O.[CH:19]1(B(O)O)[CH2:21][CH2:20]1.[O-]P([O-])([O-])=O.[K+].[K+].[K+].C1(P(C2CCCCC2)C2CCCCC2)CCCCC1>C1(C)C=CC=CC=1.O.CC([O-])=O.CC([O-])=O.[Pd+2]>[CH:19]1([C:7]2[CH:16]=[C:15]3[C:10]([CH:11]=[CH:12][CH:13]=[N:14]3)=[CH:9][CH:8]=2)[CH2:21][CH2:20]1 |f:2.3.4.5,9.10.11|. Procedure: A mixture of quinolin-7-yl trifluoromethanesulfonate (9.28 g, 33.5 mmol), cyclopropylboronic acid (3.74 g, 43.55 mmol), K3PO4 (24.9 g, 117.2 mmol), tricyclohexylphosphine (0.94 g, 3.35 mmol), and Pd(OAc)2 (0.376 g, 1.67 mmol) in toluene (200 mL) and water (10 mL) was heated overnight at 105° C. under an atmosphere of N2. The mixture was filtered through a plug of celite, and the filtrate was collected and extracted with EtOAc/brine. The organic layer was separated, dried over anhydrous Na2SO4, c... The reactants are Cl.C(#N)C1(CC1)NC(=O)[C@H]1NC[C@@H](C1)S(=O)(=O)C1=C(C=CC=C1)C(F)(F)F ((2S,4R)-4-(2-trifluoromethyl-benzenesulfonyl)-pyrrolidine-2-carboxylic acid (1-cyano-cyclopropyl)-amide hydrochloride), FC(COS(=O)(=O)C(F)(F)F)(C(F)(F)F)F (2,2,3,3,3-pentafluoropropyltrifluoromethane sulfonate). Yields the product C(#N)C1(CC1)NC(=O)[C@H]1N(C[C@@H](C1)S(=O)(=O)C1=C(C=CC=C1)C(F)(F)F)CC(C(F)(F)F)(F)F ((2S,4R)-1-(2,2,3,3,3-pentafluoro-propyl)-4-(2-trifluoromethyl-benzenesulfonyl)-pyrrolidine-2-carboxylic acid (1-cyano-cyclopropyl)-amide). As a reaction SMILES: Cl.[C:2]([C:4]1([NH:7][C:8]([C@@H:10]2[CH2:14][C@@H:13]([S:15]([C:18]3[CH:23]=[CH:22][CH:21]=[CH:20][C:19]=3[C:24]([F:27])([F:26])[F:25])(=[O:17])=[O:16])[CH2:12][NH:11]2)=[O:9])[CH2:6][CH2:5]1)#[N:3].[F:28][C:29]([F:43])([C:39]([F:42])([F:41])[F:40])[CH2:30]OS(C(F)(F)F)(=O)=O>>[C:2]([C:4]1([NH:7][C:8]([C@@H:10]2[CH2:14][C@@H:13]([S:15]([C:18]3[CH:23]=[CH:22][CH:21]=[CH:20][C:19]=3[C:24]([F:27])([F:25])[F:26])(=[O:17])=[O:16])[CH2:12][N:11]2[CH2:30][C:29]([F:43])([F:28])[C:39]([F:42])([F:41])[F:40])=[O:9])[CH2:5][CH2:6]1)#[N:3] |f:0.1|. Procedure: (2S,4R)-4-(2-trifluoromethyl-benzenesulfonyl)-pyrrolidine-2-carboxylic acid (1-cyano-cyclopropyl)-amide hydrochloride from experiment K5 was reductively aminated with 2,2,3,3,3-pentafluoropropyltrifluoromethane sulfonate in analogy to experiment L3 to give (2S,4R)-1-(2,2,3,3,3-pentafluoro-propyl)-4-(2-trifluoromethyl-benzenesulfonyl)-pyrrolidine-2-carboxylic acid (1-cyano-cyclopropyl)-amide as a pale brown oil. MS: 520.1 [M+H]+. Reactants: ClC1=C(C=CC=C1C)N1CCN(CC1)C(=O)C1=CC(=C(C(=C1)OC)OC)OC ([4-(2-chloro-3-methylphenyl)piperazine-1-yl]-(3,4,5-trimethoxy-phenyl)methanone), [Cl-].[Al+3].[Cl-].[Cl-] (aluminum chloride), [H-].[Al+3].[Li+].[H-].[H-].[H-] (lithium aluminum hydride), [OH-].[Na+] (sodium hydroxide). Solvent: O1CCCC1 (tetrahydrofuran), C(C)OCC (diethyl ether), O1CCCC1 (tetrahydrofuran). Conditions: time 0.5 hour. Product: ClC1=C(C=CC=C1C)N1CCN(CC1)CC1=CC(=C(C(=C1)OC)OC)OC (1-(2-chloro-3-methylphenyl)-4-(3,4,5-trimethoxybenzyl)piperazine). The yield is 85.1%. Reaction SMILES: [Cl-].[Al+3].[Cl-].[Cl-].[H-].[Al+3].[Li+].[H-].[H-].[H-].[Cl:11][C:12]1[C:17]([CH3:18])=[CH:16][CH:15]=[CH:14][C:13]=1[N:19]1[CH2:24][CH2:23][N:22]([C:25]([C:27]2[CH:32]=[C:31]([O:33][CH3:34])[C:30]([O:35][CH3:36])=[C:29]([O:37][CH3:38])[CH:28]=2)=O)[CH2:21][CH2:20]1.[OH-].[Na+]>C(OCC)C.O1CCCC1>[Cl:11][C:12]1[C:17]([CH3:18])=[CH:16][CH:15]=[CH:14][C:13]=1[N:19]1[CH2:20][CH2:21][N:22]([CH2:25][C:27]2[CH:32]=[C:31]([O:33][CH3:34])[C:30]([O:35][CH3:36])=[C:29]([O:37][CH3:38])[CH:28]=2)[CH2:23][CH2:24]1 |f:0.1.2.3,4.5.6.7.8.9,11.12|. Procedure: A solution of aluminum chloride (0.279 g, 2.09 mmol) in anhydrous diethyl ether (20 mL) is added dropwise to a suspension of lithium aluminum hydride (0.238 g, 6.27 mmol) in anhydrous tetrahydrofuran (20 mL) at 0° C. and stirred for 0.5 hour. To this mixture is added dropwise a solution of [4-(2-chloro-3-methylphenyl)piperazine-1-yl]-(3,4,5-trimethoxy-phenyl)methanone (2.12 g, 5.23 mmol) in anhydrous tetrahydrofuran (20 mL). The suspension is stirred for 2 hours at 0° C., followed by dropwise ad...